Task: describe an organic reaction: reactants, conditions, products, and yield. Dataset: the Open Reaction Database (ORD), a public repository of structured organic reaction records Reactants: CO, N, CCOC(=O)C1CN(Cc2ccccc2)CC1O. The product is NC(=O)C1CN(Cc2ccccc2)CC1O. Reaction SMILES: [CH3:20][OH:21].[NH3:19].[OH:1][CH:2]1[CH2:3][N:4]([CH2:12][c:13]2[cH:14][cH:15][cH:16][cH:17][cH:18]2)[CH2:5][CH:6]1[C:7](=[O:8])[O:9][CH2:10][CH3:11]>>[OH:1][CH:2]1[CH2:3][N:4]([CH2:12][c:13]2[cH:14][cH:15][cH:16][cH:17][cH:18]2)[CH2:5][CH:6]1[C:7](=[O:8])[NH2:19].